Dataset: the Open Reaction Database (ORD), a public repository of structured organic reaction records. Task: describe an organic reaction: reactants, conditions, products, and yield The reactants are C(C)(C)(C)OC(NC1=C(C=C(C(=C1)OCC(F)(F)F)C(F)(F)F)NC(CC(=O)C1=CC(=CC=C1)C1=CC(=NC=C1)CC)=O)=O ([2-{3-[3-(2-ethyl-pyridin-4-yl)-phenyl]-3-oxo-propionylamino}-5-(2,2,2-trifluoro-ethoxy)-4-trifluoromethyl-phenyl]-carbamic acid tert-butyl ester), C(=O)(C(F)(F)F)O (TFA). Run in C(Cl)Cl (CH2Cl2). Product: C(C)C1=NC=CC(=C1)C=1C=C(C=CC1)C1=NC2=C(NC(C1)=O)C=C(C(=C2)OCC(F)(F)F)C(F)(F)F (4-[3-(2-Ethyl-pyridin-4-yl)-phenyl]-7-(2,2,2-trifluoro-ethoxy)-8-trifluoromethyl-1,3-dihydro-benzo[b][1,4]diazepin-2-one), solid. Yield: 87.0%. Reaction SMILES: C(OC(=O)[NH:7][C:8]1[CH:13]=[C:12]([O:14][CH2:15][C:16]([F:19])([F:18])[F:17])[C:11]([C:20]([F:23])([F:22])[F:21])=[CH:10][C:9]=1[NH:24][C:25](=[O:43])[CH2:26][C:27]([C:29]1[CH:34]=[CH:33][CH:32]=[C:31]([C:35]2[CH:40]=[CH:39][N:38]=[C:37]([CH2:41][CH3:42])[CH:36]=2)[CH:30]=1)=O)(C)(C)C.C(O)(C(F)(F)F)=O>C(Cl)Cl>[CH2:41]([C:37]1[CH:36]=[C:35]([C:31]2[CH:30]=[C:29]([C:27]3[CH2:26][C:25](=[O:43])[NH:24][C:9]4[CH:10]=[C:11]([C:20]([F:21])([F:23])[F:22])[C:12]([O:14][CH2:15][C:16]([F:18])([F:19])[F:17])=[CH:13][C:8]=4[N:7]=3)[CH:34]=[CH:33][CH:32]=2)[CH:40]=[CH:39][N:38]=1)[CH3:42]. Reported procedure: The title compound was prepared from [2-{3-[3-(2-ethyl-pyridin-4-yl)-phenyl]-3-oxo-propionylamino}-5-(2,2,2-trifluoro-ethoxy)-4-trifluoromethyl-phenyl]-carbamic acid tert-butyl ester (Example M140) (0.34 g, 0.54 mmol) by treatment with TFA in CH2Cl2 according to the general procedure N. Obtained as a light brown solid (239 mg, 87%).